From a dataset of the Open Reaction Database (ORD), a public repository of structured organic reaction records. describe an organic reaction: reactants, conditions, products, and yield Starting materials: N[C@@H]1CC[C@H](CC1)NC=1C=C(C=2N(N1)C(=CN2)C(=O)NC2=C(C=NC=C2)F)N(CC2=CC=C(C=C2)OC)C2CC2 (6-((trans)-4-aminocyclohexylamino)-8-(cyclopropyl(4-methoxybenzyl)amino)-N-(3-fluoropyridin-4-yl)imidazo[1,2-b]pyridazine-3-carboxamide), CCN(C(C)C)C(C)C (DIEA), CN(S(=O)(=O)Cl)C (dimethylsulfamoyl chloride), C(=O)(C(F)(F)F)O (TFA). Solvent: C(Cl)Cl (CH2Cl2). Reaction conditions: time 2 hour. The product is C1(CC1)NC=1C=2N(N=C(C1)N[C@@H]1CC[C@H](CC1)NS(N(C)C)(=O)=O)C(=CN2)C(=O)NC2=C(C=NC=C2)F (8-(cyclopropylamino)-6-((trans-4-((dimethylsulfamoyl)amino)cyclohexyl)amino)-N-(3-fluoro-4-pyridinyl)imidazo[1,2-b]pyridazine-3-carboxamide). RXN SMILES: [NH2:1][C@H:2]1[CH2:7][CH2:6][C@H:5]([NH:8][C:9]2[CH:10]=[C:11]([N:28]([CH:38]3[CH2:40][CH2:39]3)CC3C=CC(OC)=CC=3)[C:12]3[N:13]([C:15]([C:18]([NH:20][C:21]4[CH:26]=[CH:25][N:24]=[CH:23][C:22]=4[F:27])=[O:19])=[CH:16][N:17]=3)[N:14]=2)[CH2:4][CH2:3]1.CCN(C(C)C)C(C)C.[CH3:50][N:51]([CH3:56])[S:52](Cl)(=[O:54])=[O:53].C(O)(C(F)(F)F)=O>C(Cl)Cl>[CH:38]1([NH:28][C:11]2[C:12]3[N:13]([C:15]([C:18]([NH:20][C:21]4[CH:26]=[CH:25][N:24]=[CH:23][C:22]=4[F:27])=[O:19])=[CH:16][N:17]=3)[N:14]=[C:9]([NH:8][C@H:5]3[CH2:6][CH2:7][C@H:2]([NH:1][S:52](=[O:54])(=[O:53])[N:51]([CH3:56])[CH3:50])[CH2:3][CH2:4]3)[CH:10]=2)[CH2:40][CH2:39]1. Procedure details: To a solution of 6-((trans)-4-aminocyclohexylamino)-8-(cyclopropyl(4-methoxybenzyl)amino)-N-(3-fluoropyridin-4-yl)imidazo[1,2-b]pyridazine-3-carboxamide 8B (30 mg, 0.055 mmol) in CH2Cl2 (1 mL) was added DIEA (0.0062 mL, 0.035 mmol) and dimethylsulfamoyl chloride (1.5 mg, 10.45 μmol). The reaction mixture was stirred at room temperature for 2 hrs, concentrated, re-dissolved in TFA (0.849 mL, 11.02 mmol) and heated at 70° C. for 1 hr. The reaction mixture was concentrated and purified by HPLC (Phe...